From a dataset of the Open Reaction Database (ORD), a public repository of structured organic reaction records. describe an organic reaction: reactants, conditions, products, and yield The product is OC(C#N)CCC1=CC=CC=C1 (2-hydroxy-4-phenylbutyronitrile). Starting materials: C1(=CC=CC=C1)CCC=O (3-phenylpropanal), C(C)(=O)[O-].[Na+] (sodium acetate), C#N (hydrocyanic acid). Procedure: In a 300 ml flask, 134 g of 3-phenylpropanal and 1.4 g of 10% aqueous sodium acetate solution were placed, to which 27 g of hydrocyanic acid was added in dropwise maintaining the reaction temperature at 20° to 25° C., thereafter the reaction mixture was kept standing for 30 min. As a reaction SMILES: [C:1]1([CH2:7][CH2:8][CH:9]=[O:10])[CH:6]=[CH:5][CH:4]=[CH:3][CH:2]=1.C([O-])(=O)C.[Na+].[CH:16]#[N:17]>>[OH:10][CH:9]([CH2:8][CH2:7][C:1]1[CH:6]=[CH:5][CH:4]=[CH:3][CH:2]=1)[C:16]#[N:17] |f:1.2|. Conditions: time 30 minute. Starting materials: O1C(OCCC1)CCCC1=CC=C(C=C1)CO ([4-(3-[1,3]-Dioxan-2-yl-propyl)phenyl]methanol), N1C=NC=C1 (imidazole), C(C)(C)(C)[Si](C1=CC=CC=C1)(C1=CC=CC=C1)Cl (tert-butylchlorodiphenyl silane). Run in C(C)(=O)OCC (ethyl acetate), C(Cl)Cl (CH2Cl2). Reaction conditions: time 1 hour. The product is [Si](C1=CC=CC=C1)(C1=CC=CC=C1)(C(C)(C)C)OCC1=CC=C(C=C1)CCCC1OCCO1 (2-[3-(4-tert-Butyldiphenylsilyloxymethylphenyl)propyl]-[1,3]-dioxolane). Isolated yield 102.9%. Reaction SMILES: [O:1]1[CH2:6][CH2:5]C[O:3][CH:2]1[CH2:7][CH2:8][CH2:9][C:10]1[CH:15]=[CH:14][C:13]([CH2:16][OH:17])=[CH:12][CH:11]=1.N1C=CN=C1.[C:23]([Si:27](Cl)([C:34]1[CH:39]=[CH:38][CH:37]=[CH:36][CH:35]=1)[C:28]1[CH:33]=[CH:32][CH:31]=[CH:30][CH:29]=1)([CH3:26])([CH3:25])[CH3:24]>C(Cl)Cl.C(OCC)(=O)C>[Si:27]([O:17][CH2:16][C:13]1[CH:12]=[CH:11][C:10]([CH2:9][CH2:8][CH2:7][CH:2]2[O:1][CH2:6][CH2:5][O:3]2)=[CH:15][CH:14]=1)([C:23]([CH3:26])([CH3:25])[CH3:24])([C:34]1[CH:35]=[CH:36][CH:37]=[CH:38][CH:39]=1)[C:28]1[CH:33]=[CH:32][CH:31]=[CH:30][CH:29]=1. Procedure details: To a solution of 2.58 g (11.6 mmol) of alcohol 170 and 1.19 g (17.5 mmol) of imidazole in 50 mL of CH2Cl2 was added 3.4 mL (13.1 mmol) of tert-butylchlorodiphenyl silane and the resulting mixture was allowed to stir at room temperature for 1 h. The mixture was then diluted with ethyl acetate and washed with 0.5N HCl. The organic layer was dried over MgSO4, filtered and concentrated. Flash chromatography (elution with 5% ethyl acetate in hexane) afforded 5.5 g of 171. 1H NMR consistent with the p...